The task is: describe an organic reaction: reactants, conditions, products, and yield. This data is from the Open Reaction Database (ORD), a public repository of structured organic reaction records. The reactants are COC1=C(C=CC=C1)C1C(CCCC1)CC#N ([2-(2-methoxy-phenyl)-cyclohexyl]-acetonitrile), [H-].C(C(C)C)[Al+]CC(C)C (diisobutylaluminum hydride), CCOCC (ether). Solvent: C(C)(=O)OCC (ethyl acetate). The product is COC1=C(C=CC=C1)C1C(CCCC1)CC=O ([2-(2-Methoxy-phenyl)-cyclohexyl]-acetaldehyde). Yield: 96.0%. As a reaction SMILES: [CH3:1][O:2][C:3]1[CH:8]=[CH:7][CH:6]=[CH:5][C:4]=1[CH:9]1[CH2:14][CH2:13][CH2:12][CH2:11][CH:10]1[CH2:15][C:16]#N.[H-].C([Al+]CC(C)C)C(C)C.CC[O:30]CC>C(OCC)(=O)C>[CH3:1][O:2][C:3]1[CH:8]=[CH:7][CH:6]=[CH:5][C:4]=1[CH:9]1[CH2:14][CH2:13][CH2:12][CH2:11][CH:10]1[CH2:15][CH:16]=[O:30] |f:1.2|. Procedure: Combine [2-(2-methoxy-phenyl)-cyclohexyl]-acetonitrile (0.346 g, 1.51 mmol), diisobutylaluminum hydride (2.7 mL, 2.72 mmol), and ether (8.0 mL) at −10° C. After 1 hour quenched reaction at 0° C. with 1N HCl and added ethyl acetate. Separate layers, wash with brine, and dry over anhydrous sodium sulfate. Concentrate to yield the titled compound (0.336 g, 96%). TLC Rf=0.08 in 5% ethyl acetate/hexanes. 1H NMR (CDCl3): 9.3 (s, 1H), 7.2 (m, 1H), 7.0 (m, 1H), 6.9 (m, 2H), 3.8 (s, 3H), 3.3 (m, 1H), 2.8... Reactants: C(C1=CC=CC=C1)(=O)OC(CC(CN)COC(NCCCCCCCCCCCCCCCCCC)=O)C (2-(2-benzoyloxypropan-1-yl)-3-octadecylcarbamoyloxypropylamine), N(=[N+]=[N-])CC(COCCCCCCCCCCCCCCCC)CC#N (1-azido-2-cyanomethyl-3-hexadecyloxypropane). The reagents and catalysts are [Pd] (palladium on charcoal). Run in CO (methanol). Product: crude product, C(#N)CC(CN)COCCCCCCCCCCCCCCCC (2-cyanomethyl-3-hexadecyloxypropylamine). RXN SMILES: [N:1]([CH2:4][CH:5]([CH2:24][C:25]#[N:26])[CH2:6][O:7][CH2:8][CH2:9][CH2:10][CH2:11][CH2:12][CH2:13][CH2:14][CH2:15][CH2:16][CH2:17][CH2:18][CH2:19][CH2:20][CH2:21][CH2:22][CH3:23])=[N+]=[N-].C(OC(C)CC(COC(=O)NCCCCCCCCCCCCCCCCCC)CN)(=O)C1C=CC=CC=1>[Pd].CO>[C:25]([CH2:24][CH:5]([CH2:6][O:7][CH2:8][CH2:9][CH2:10][CH2:11][CH2:12][CH2:13][CH2:14][CH2:15][CH2:16][CH2:17][CH2:18][CH2:19][CH2:20][CH2:21][CH2:22][CH3:23])[CH2:4][NH2:1])#[N:26]. Reported procedure: A suspension of 3.00 g (23 mM) of 1-azido-2-cyanomethyl-3-hexadecyloxypropane Vn1b and 300 mg of 10% palladium on charcoal in 100 ml of methanol is hydrogenated as described in (129) and the crude product of the titled compound IVn1 is obtained. The reactants are C[C@H]1CN(CCN1)C1=NC=CC=C1 ((S)-3-methyl-1-(pyridin-2-yl)piperazine), ClC=1C(NC2=CC=C(C=C2N1)C(=O)OC)=O (methyl 3-chloro-2-oxo-1,2-dihydroquinoxaline-6-carboxylate). The solvent is CN1CCCC1=O (NMP). Run at temperature 140 celsius, time 1 hour. Product: C[C@@H]1N(CCN(C1)C1=NC=CC=C1)C=1C(NC2=CC=C(C=C2N1)C(=O)OC)=O ((S)-methyl 3-(2-methyl-4-(pyridin-2-yl)piperazin-1-yl)-2-oxo-1,2-dihydroquinoxaline-6-carboxylate). The yield is 67.3%. As a reaction SMILES: [CH3:1][C@@H:2]1[NH:7][CH2:6][CH2:5][N:4]([C:8]2[CH:13]=[CH:12][CH:11]=[CH:10][N:9]=2)[CH2:3]1.Cl[C:15]1[C:16](=[O:29])[NH:17][C:18]2[C:23]([N:24]=1)=[CH:22][C:21]([C:25]([O:27][CH3:28])=[O:26])=[CH:20][CH:19]=2>CN1C(=O)CCC1>[CH3:1][C@H:2]1[CH2:3][N:4]([C:8]2[CH:13]=[CH:12][CH:11]=[CH:10][N:9]=2)[CH2:5][CH2:6][N:7]1[C:15]1[C:16](=[O:29])[NH:17][C:18]2[C:23]([N:24]=1)=[CH:22][C:21]([C:25]([O:27][CH3:28])=[O:26])=[CH:20][CH:19]=2. Procedure details: To a solution of (S)-3-methyl-1-(pyridin-2-yl)piperazine (748 mg, 4.22 mmol) in NMP (5 ml), was added methyl 3-chloro-2-oxo-1,2-dihydroquinoxaline-6-carboxylate (1 g, 4.19 mmol). After stirring 1 h at 140° C., the resulting solution was quenched by the addition of water (100 ml) and filtered to give (S)-methyl 3-(2-methyl-4-(pyridin-2-yl)piperazin-1-yl)-2-oxo-1,2-dihydroquinoxaline-6-carboxylate as a yellow solid (1.07 g, 67%). Starting materials: ClC1=C(C=CC=C1)C(COCC1CCNCC1)NC(=O)C1=CC=C2C=CNC2=C1 (N-[1-(2-chlorophenyl)-2-(piperidin-4-ylmethoxy)ethyl]-1H-indole-6-carboxamide), CC(=O)C (acetone). Yields the product ClC1=C(C=CC=C1)C(COCC1CCN(CC1)C(C)C)NC(=O)C1=CC=C2C=CNC2=C1 (N-[1-(2-Chlorophenyl)-2-(1-isopropylpiperidin-4-ylmethoxy)-ethyl]-1H-indole-6-carboxamide). As a reaction SMILES: [Cl:1][C:2]1[CH:7]=[CH:6][CH:5]=[CH:4][C:3]=1[CH:8]([NH:18][C:19]([C:21]1[CH:29]=[C:28]2[C:24]([CH:25]=[CH:26][NH:27]2)=[CH:23][CH:22]=1)=[O:20])[CH2:9][O:10][CH2:11][CH:12]1[CH2:17][CH2:16][NH:15][CH2:14][CH2:13]1.[CH3:30][C:31]([CH3:33])=O>>[Cl:1][C:2]1[CH:7]=[CH:6][CH:5]=[CH:4][C:3]=1[CH:8]([NH:18][C:19]([C:21]1[CH:29]=[C:28]2[C:24]([CH:25]=[CH:26][NH:27]2)=[CH:23][CH:22]=1)=[O:20])[CH2:9][O:10][CH2:11][CH:12]1[CH2:17][CH2:16][N:15]([CH:31]([CH3:33])[CH3:30])[CH2:14][CH2:13]1. Procedure details: Using alkylation method A, N-[1-(2-chlorophenyl)-2-(piperidin-4-ylmethoxy)ethyl]-1H-indole-6-carboxamide (195 mg, 0.47 mmol) and acetone (2.0 mL, 27 mmol) afforded, after purification (SiO2: 0 to 2.5% isopropylamine in 1:1 hexane:EtOAc), 120 mg (60%) of the title compound. The reactants are BrC1=CC=C(C2=CC=CC=C12)C(=O)O (4-bromo-naphthalic acid), [Cl-].[Na+] (sodium chloride), [OH-].[Na+] (sodium hydroxide), [Na][Na] (disodium), [Na] (sodium), anhydride. Yields the product BrC1=CC=C(C2=CC=CC=C12)C(=O)OC(=O)C1=CC=C(C2=CC=CC=C12)Br (4-bromo-naphthalic acid anhydride). RXN SMILES: [Br:1][C:2]1[C:11]2[C:6](=[CH:7][CH:8]=[CH:9][CH:10]=2)[C:5]([C:12]([OH:14])=[O:13])=[CH:4][CH:3]=1.[Na][Na].[Na].[Cl-].[Na+].[OH-:20].[Na+]>>[Br:1][C:2]1[C:11]2[C:6](=[CH:7][CH:8]=[CH:9][CH:10]=2)[C:5]([C:12]([O:14][C:12]([C:5]2[C:6]3[C:11](=[CH:10][CH:9]=[CH:8][CH:7]=3)[C:2]([Br:1])=[CH:3][CH:4]=2)=[O:20])=[O:13])=[CH:4][CH:3]=1 |f:3.4,5.6,^1:16|. Procedure: When the chlorination reaction is complete, the mixture is worked up according to known methods. After clarification by filtration, where required, the solution may be acidified with a mineral acid at room temperature or at a temperature of up to about 90°C, the bromination product which has precipitated may be separated, washed with water and dried at 100°-120°C. An especially pure product is obtained by salting out the resulting 4-bromo-naphthalic acid in the form of the disodium salt by an ad...